From a dataset of the Open Reaction Database (ORD), a public repository of structured organic reaction records. describe an organic reaction: reactants, conditions, products, and yield Starting materials: C(CCC)NCCCC (dibutyl amine), C(=S)=S (CS2). Solvent: C(C)(C)O (isopropyl alcohol). Run at time 1 hour. The product is 5′-(Dibutyldithiocarbamyl)-2,5-dimercapto-1,3,4-thiadiazole, C(CCC)N(C(S)=S)CCCC (dibutyl dithiocarbamic acid). RXN SMILES: [CH2:1]([NH:5][CH2:6][CH2:7][CH2:8][CH3:9])[CH2:2][CH2:3][CH3:4].[C:10](=[S:12])=[S:11]>C(O)(C)C>[CH2:1]([N:5]([CH2:6][CH2:7][CH2:8][CH3:9])[C:10](=[S:11])[SH:12])[CH2:2][CH2:3][CH3:4]. Procedure details: 5′-(Dibutyldithiocarbamyl)-2,5-dimercapto-1,3,4-thiadiazole (i.e., formula (I) where X is hydrogen and R1 and R2 are n-butyl radicals) was prepared in the following manner. In 100 grams of isopropyl alcohol 26 grams of dibutyl amine was combined with 16 grams of CS2 and held at a temperature of about 40° C. for about 1 hour to yield a dibutyl dithiocarbamic acid intermediate. Subsequently, 30 grams of 2,5-dimercapto-1,3,4-thiadiazole was added to the mixture along with 20 grams of 35 wt. % hydro... Reactants: O=C([O-])[O-], Cc1cc(O)cc(C)c1C, CC(C)=O, C=C(C)CCl, [K+], [K+]. Yields the product C=C(C)COc1cc(C)c(C)c(C)c1. As a reaction SMILES: [C:16](=[O:17])([O-:18])[O-:19].[CH3:1][c:2]1[cH:3][c:4]([OH:10])[cH:5][c:6]([CH3:9])[c:7]1[CH3:8].[CH3:22][C:23](=[O:24])[CH3:25].[Cl:11][CH2:12][C:13](=[CH2:14])[CH3:15].[K+:20].[K+:21]>>[CH3:1][c:2]1[cH:3][c:4]([O:10][CH2:14][C:13](=[CH2:12])[CH3:15])[cH:5][c:6]([CH3:9])[c:7]1[CH3:8]. The reactants are OC(C)(C)C=1N=C(N(C1C(=O)OCC)CC1=CC=C(C=C1)C1=C(C=CC=C1)C1=NN=NN1C(C1=CC=CC=C1)(C1=CC=CC=C1)C1=CC=CC=C1)SC (ethyl 4-(1-hydroxy-1-methylethyl)-2-methylthio-1-{4-[2-(trityltetrazol-5-yl)phenyl]phenyl}metylimidazole-5-carboxylate). Run in C(C)(=O)O (acetic acid). Conditions: temperature 60 celsius, time 1 hour. The product is OC(C)(C)C=1N=C(N(C1C(=O)OCC)CC1=CC=C(C=C1)C1=C(C=CC=C1)C1=NN=NN1)SC (Ethyl 4-(1-hydroxy-1-methylethyl)-2-methylthio-1-{4-[2-(tetrazol-5-yl)phenyl]phenyl}methylimidazole-5-carboxylate). The yield is 88.5%. Reaction SMILES: [OH:1][C:2]([C:5]1[N:6]=[C:7]([S:52][CH3:53])[N:8]([CH2:15][C:16]2[CH:21]=[CH:20][C:19]([C:22]3[CH:27]=[CH:26][CH:25]=[CH:24][C:23]=3[C:28]3[N:32](C(C4C=CC=CC=4)(C4C=CC=CC=4)C4C=CC=CC=4)[N:31]=[N:30][N:29]=3)=[CH:18][CH:17]=2)[C:9]=1[C:10]([O:12][CH2:13][CH3:14])=[O:11])([CH3:4])[CH3:3]>C(O)(=O)C>[OH:1][C:2]([C:5]1[N:6]=[C:7]([S:52][CH3:53])[N:8]([CH2:15][C:16]2[CH:21]=[CH:20][C:19]([C:22]3[CH:27]=[CH:26][CH:25]=[CH:24][C:23]=3[C:28]3[NH:32][N:31]=[N:30][N:29]=3)=[CH:18][CH:17]=2)[C:9]=1[C:10]([O:12][CH2:13][CH3:14])=[O:11])([CH3:3])[CH3:4]. Reported procedure: 900 mg of ethyl 4-(1-hydroxy-1-methylethyl)-2-methylthio-1-{4-[2-(trityltetrazol-5-yl)phenyl]phenyl}metylimidazole-5-carboxylate [prepared as described in step (a) above] were added to 10 ml of a 25% v/v aqueous solution of acetic acid, and the mixture was stirred at 60° C. for 1 hour. At the end of this time, the reaction mixture was cooled, and the crystals of trityl alcohol which appeared were filtered off. These crystals were washed with a 50% v/v aqueous solution of acetic acid, and the fil...